This data is from the Open Reaction Database (ORD), a public repository of structured organic reaction records. The task is: describe an organic reaction: reactants, conditions, products, and yield Reactants: C1CCOC1, CCc1nc2c(C)cc(Cl)nc2n1-c1ccc(CCN=[N+]=[N-])cc1, O, c1ccc(P(c2ccccc2)c2ccccc2)cc1. The product is CCc1nc2c(C)cc(Cl)nc2n1-c1ccc(CCN)cc1. RXN SMILES: [CH2:45]1[O:46][CH2:47][CH2:48][CH2:49]1.[Cl:1][c:2]1[cH:3][c:4]([CH3:24])[c:5]2[c:6]([n:7]1)[n:8](-[c:13]1[cH:14][cH:15][c:16]([CH2:19][CH2:20][N:21]=[N+:22]=[N-:23])[cH:17][cH:18]1)[c:9]([CH2:11][CH3:12])[n:10]2.[OH2:44].[c:25]1([P:26]([c:27]2[cH:28][cH:29][cH:30][cH:31][cH:32]2)[c:33]2[cH:34][cH:35][cH:36][cH:37][cH:38]2)[cH:39][cH:40][cH:41][cH:42][cH:43]1>>[Cl:1][c:2]1[cH:3][c:4]([CH3:24])[c:5]2[c:6]([n:7]1)[n:8](-[c:13]1[cH:14][cH:15][c:16]([CH2:19][CH2:20][NH2:21])[cH:17][cH:18]1)[c:9]([CH2:11][CH3:12])[n:10]2.